From a dataset of the Open Reaction Database (ORD), a public repository of structured organic reaction records. describe an organic reaction: reactants, conditions, products, and yield The reactants are C(Cl)Cl (Methylene chloride), C1(=CC=CC=C1)S(=O)(=O)Cl (Benzenesulfonyl chloride), C(Cl)Cl (Methylene chloride), COC=1C=C(C=CC1OC)C=1C=C2C(=NC1)NC=C2I (5-(3,4-Dimethoxy-phenyl)-3-iodo-1H-pyrrolo[2,3-b]pyridine). Reagents/catalysts: CCCC[N+](CCCC)(CCCC)CCCC.[Br-] (Tetra-N-butylammonium bromide). Run in O (water), O (Water), [OH-].[Na+] (Sodium hydroxide). Run at time 2 hour. Product: C1(=CC=CC=C1)S(=O)(=O)N1C=C(C=2C1=NC=C(C2)C2=CC(=C(C=C2)OC)OC)I (1-Benzenesulfonyl-5-(3,4-dimethoxy-phenyl)-3-iodo-1H-pyrrolo[2,3-b]pyridine). As a reaction SMILES: [CH3:1][O:2][C:3]1[CH:4]=[C:5]([C:11]2[CH:12]=[C:13]3[C:19]([I:20])=[CH:18][NH:17][C:14]3=[N:15][CH:16]=2)[CH:6]=[CH:7][C:8]=1[O:9][CH3:10].[C:21]1([S:27](Cl)(=[O:29])=[O:28])[CH:26]=[CH:25][CH:24]=[CH:23][CH:22]=1.C(Cl)Cl>CCCC[N+](CCCC)(CCCC)CCCC.[Br-].[OH-].[Na+].O>[C:21]1([S:27]([N:17]2[C:14]3=[N:15][CH:16]=[C:11]([C:5]4[CH:6]=[CH:7][C:8]([O:9][CH3:10])=[C:3]([O:2][CH3:1])[CH:4]=4)[CH:12]=[C:13]3[C:19]([I:20])=[CH:18]2)(=[O:29])=[O:28])[CH:26]=[CH:25][CH:24]=[CH:23][CH:22]=1 |f:3.4,5.6|. Procedure details: Into a Round bottom flask was added 5-(3,4-Dimethoxy-phenyl)-3-iodo-1H-pyrrolo[2,3-b]pyridine, 133, (0.403 g, 0.00106 mol) and Tetra-N-butylammonium bromide (0.0342 g, 0.000106 mol), in 5.000 M of Sodium hydroxide in Water (2.73 mL). Benzenesulfonyl chloride (0.225 g, 0.00127 mol) in Methylene chloride (0.747 mL, 0.0116 mol) was added dropwise. After 2 h, 30 mL of Methylene chloride and 30 mL of water were added. The organic layer was separated and washed with 1M sodium bicarbonate (aq.) (30 ml×... The reactants are FC([C@](C(CC1=CC=C(C=C1)S(=O)(=O)C1=CC=CC=C1)O)(O)C)(F)F ((2S)-1,1,1-trifluoro-2-methyl-4-(4-phenylsulfonylphenyl)-2,3-butanediol), [H-].[Na+] (sodium hydride), [H-].[Na+] (sodium hydride), [H-].[Na+] (sodium hydride). The solvent is O1CCCC1 (tetrahydrofuran). Reaction conditions: temperature 65 celsius, time 10 minute. The product is FC([C@@](/C=C/C1=CC=C(C=C1)S(=O)(=O)C1=CC=CC=C1)(C)O)(F)F ((S)-(-)-4,4,4-Trifluoro-3-hydroxy-3-methyl-1-(4-phenylsulfonylphenyl)-trans-but-1-ene). The yield is 68.3%. Reaction SMILES: [F:1][C:2]([F:25])([F:24])[C@@:3]([CH3:23])([OH:22])[CH:4](O)[CH2:5][C:6]1[CH:11]=[CH:10][C:9]([S:12]([C:15]2[CH:20]=[CH:19][CH:18]=[CH:17][CH:16]=2)(=[O:14])=[O:13])=[CH:8][CH:7]=1.[H-].[Na+]>O1CCCC1>[F:25][C:2]([F:1])([F:24])[C@:3]([OH:22])([CH3:23])/[CH:4]=[CH:5]/[C:6]1[CH:7]=[CH:8][C:9]([S:12]([C:15]2[CH:16]=[CH:17][CH:18]=[CH:19][CH:20]=2)(=[O:14])=[O:13])=[CH:10][CH:11]=1 |f:1.2|. Procedure details: To a tetrahydrofuran (5 mL) solution of (2S)-1,1,1-trifluoro-2-methyl-4-(4-phenylsulfonylphenyl)-2,3-butanediol (product described in Example 13.d.) (500 mg, 1.34 mmol) was added sodium hydride (60 mg, 60% at dispersion, 1.57 mmol). The mixture was heated to 65° C. After 10 minutes, another aliquot of sodium hydride (60 mg, 60% oil dispersion, 1.57 mmol) was added. The mixture was heated to reflux (66° C. internal temp.) for 1.5 hours, after which time a third aliquot of sodium hydride (40 mg, 6... The reactants are COC(=O)c1sc(Br)c(Br)c1OCC(=O)OC(C)(C)C, [F-], [K+], CC(=O)[O-], CC(=O)[O-], [Pd+2], OB(O)c1ccccc1, CC(C)(C)P(c1ccccc1-c1ccccc1)C(C)(C)C. Product: COC(=O)c1sc(-c2ccccc2)c(Br)c1OCC(=O)OC(C)(C)C. As a reaction SMILES: [CH3:1][O:2][C:3](=[O:4])[c:5]1[s:6][c:7]([Br:20])[c:8]([Br:19])[c:9]1[O:10][CH2:11][C:12](=[O:13])[O:14][C:15]([CH3:16])([CH3:17])[CH3:18].[F-:30].[K+:31].[O-:54][C:55]([CH3:56])=[O:57].[O-:58][C:59]([CH3:60])=[O:61].[Pd+2:53].[c:21]1([B:27]([OH:28])[OH:29])[cH:22][cH:23][cH:24][cH:25][cH:26]1.[c:32]1(-[c:33]2[cH:34][cH:35][cH:36][cH:37][cH:38]2)[cH:39][cH:40][cH:41][cH:42][c:43]1[P:44]([C:45]([CH3:46])([CH3:47])[CH3:48])[C:49]([CH3:50])([CH3:51])[CH3:52]>>[CH3:1][O:2][C:3](=[O:4])[c:5]1[s:6][c:7](-[c:21]2[cH:22][cH:23][cH:24][cH:25][cH:26]2)[c:8]([Br:19])[c:9]1[O:10][CH2:11][C:12](=[O:13])[O:14][C:15]([CH3:16])([CH3:17])[CH3:18]. The reactants are C(#N)C=1C=CC2=C(C(CC(O2)(C)C)C2=[N+](C=CC=N2)[O-])C1 (2-(6-cyano-3,4-dihydro-2,2-dimethyl-2H-1-benzopyran-4-yl)pyrimidine 1-oxide), CC1(OC2=C(C(C1)C1=NC=CC=C1)C=C(C=C2)C(=O)O)C (3,4-dihydro-2,2-dimethyl-4-(2-pyridyl)-2H-1-benzopyran-6-carboxylic acid), IC1=NC=CC=N1 (2-iodopyrimidine). Reagents/catalysts: [Pd](Cl)Cl (palladium(II) chloride), [Cu]I (copper(I) iodide), C1(=CC=CC=C1)P(C1=CC=CC=C1)C1=CC=CC=C1 (triphenylphosphine). The solvent is C(C)N(CC)CC (triethylamine). The product is CC(C#CC1=NC=CC=N1)(OC1=CC=C(C#N)C=C1)C (4-[1,1-dimethyl-3-(2-pyrimidinyl)-2-propynyloxy]benzonitrile). As a reaction SMILES: [C:1]([C:3]1[CH:4]=[CH:5][C:6]2[O:11][C:10]([CH3:13])([CH3:12])[CH2:9][CH:8]([C:14]3[N:19]=[CH:18][CH:17]=[CH:16][N+:15]=3[O-])[C:7]=2[CH:21]=1)#[N:2].CC1(C)CC(C2C=CC=CN=2)C2C=C(C(O)=O)C=CC=2O1.IC1N=CC=CN=1>C(N(CC)CC)C.[Pd](Cl)Cl.[Cu]I.C1(P(C2C=CC=CC=2)C2C=CC=CC=2)C=CC=CC=1>[CH3:12][C:10]([CH3:13])([O:11][C:6]1[CH:5]=[CH:4][C:3]([C:1]#[N:2])=[CH:21][CH:7]=1)[C:9]#[C:8][C:14]1[N:15]=[CH:16][CH:17]=[CH:18][N:19]=1. Procedure details: The 3,4-dihydro-2,2-dimethyl-4-(2-pyrimidinyl)-2H-1-benzopyran-6-carbonitrile used as the starting material was prepared as follows: (A) 0.63 g of 4-(1,1-dimethyl-2-propynyloxy)benzonitrile, 0.75 g of 2-iodopyrimidine, 18 mg of triphenylphosphine, 12 mg of palladium(II) chloride and 3.5 mg of copper(I) iodide were stirred overnight in 20 ml of triethylamine under nitrogen. The mixture was evaporated to dryness and then ethyl acetate and water were added. The organic phase was dried over sodium s... Reactants: [BH3-]C#N, C=O, CO, Cl, CCOC(=O)c1cn(C2CCCNC2)c2ccc(I)cc2c1=O, [Na+], O. The product is CCOC(=O)c1cn(C2CCCN(C)C2)c2ccc(I)cc2c1=O. RXN SMILES: [C:28]([BH3-:29])#[N:30].[CH2:25]=[O:26].[CH3:32][OH:33].[ClH:1].[I:2][c:3]1[cH:4][c:5]2[c:6](=[O:24])[c:7]([C:19](=[O:20])[O:21][CH2:22][CH3:23])[cH:8][n:9]([CH:13]3[CH2:14][NH:15][CH2:16][CH2:17][CH2:18]3)[c:10]2[cH:11][cH:12]1.[Na+:31].[OH2:27]>>[I:2][c:3]1[cH:4][c:5]2[c:6](=[O:24])[c:7]([C:19](=[O:20])[O:21][CH2:22][CH3:23])[cH:8][n:9]([CH:13]3[CH2:14][N:15]([CH3:28])[CH2:16][CH2:17][CH2:18]3)[c:10]2[cH:11][cH:12]1. The reactants are Cc1cc(N)cnc1-c1ccccc1, CC#N, O=C=NC(=O)c1c(Cl)cccc1Cl. Product: Cc1cc(NC(=O)NC(=O)c2c(Cl)cccc2Cl)cnc1-c1ccccc1. Reaction SMILES: [CH3:1][c:2]1[cH:3][c:4]([NH2:14])[cH:5][n:6][c:7]1-[c:8]1[cH:9][cH:10][cH:11][cH:12][cH:13]1.[CH3:28][C:29]#[N:30].[Cl:15][c:16]1[c:17]([C:18](=[O:19])[N:20]=[C:21]=[O:22])[c:23]([Cl:27])[cH:24][cH:25][cH:26]1>>[CH3:1][c:2]1[cH:3][c:4]([NH:14][C:21]([NH:20][C:18]([c:17]2[c:16]([Cl:15])[cH:26][cH:25][cH:24][c:23]2[Cl:27])=[O:19])=[O:22])[cH:5][n:6][c:7]1-[c:8]1[cH:9][cH:10][cH:11][cH:12][cH:13]1. The reactants are C(C)OC(=O)C1=C(C2=C(NC1=O)SC=C2)Cl (4-chloro-6-oxo-6,7-dihydro-thieno[2,3-b]pyrdine-5-carboxylic acid ethyl ester), ( 42 ), C(C)(C)(C)OC(=O)N1CCNCC1 (tert-butyl-1-piperazine carboxylate). The product is C(C)OC(=O)C1=C(C2=C(NC1=O)SC=C2)N2CCN(CC2)C(=O)OC(C)(C)C (4-(4-tert-butoxycarbonyl-piperazin-1-yl)-6-oxo-6,7-dihydro-thieno[2,3-b]-pyridine-5-carboxylic acid ethyl ester). Reaction SMILES: [CH2:1]([O:3][C:4]([C:6]1[C:11](=[O:12])[NH:10][C:9]2[S:13][CH:14]=[CH:15][C:8]=2[C:7]=1Cl)=[O:5])[CH3:2].[C:17]([O:21][C:22]([N:24]1[CH2:29][CH2:28][NH:27][CH2:26][CH2:25]1)=[O:23])([CH3:20])([CH3:19])[CH3:18]>>[CH2:1]([O:3][C:4]([C:6]1[C:11](=[O:12])[NH:10][C:9]2[S:13][CH:14]=[CH:15][C:8]=2[C:7]=1[N:27]1[CH2:26][CH2:25][N:24]([C:22]([O:21][C:17]([CH3:20])([CH3:19])[CH3:18])=[O:23])[CH2:29][CH2:28]1)=[O:5])[CH3:2]. Reported procedure: In another method, intermediate 4-chloro-6-oxo-6,7-dihydro-thieno[2,3-b]pyrdine-5-carboxylic acid ethyl ester, depicted by formula (42), was reacted with tert-butyl-1-piperazine carboxylate to yield 4-(4-tert-butoxycarbonyl-piperazin-1-yl)-6-oxo-6,7-dihydro-thieno[2,3-b]-pyridine-5-carboxylic acid ethyl ester, depicted by formula (45). This intermediate was either reacted with an appropriate halide (R1—X) or boronic acid (R1—B(OH)2) to yield intermediate of structure (46), which was deprotected ...